From a dataset of the Open Reaction Database (ORD), a public repository of structured organic reaction records. describe an organic reaction: reactants, conditions, products, and yield Starting materials: CC1=C(C=C(C(N1)=O)[N+](=O)[O-])SCC (6-methyl-5-ethylthio-3-nitropyridin-2(1H)-one), [Na] (sodium), C(C)SC(CO)C(C)=O (2-ethylthio-3-oxo-1-butanol). The product is CC1=C(C=C(C(N1)=O)[N+](=O)[O-])SC (6-Methyl-5-methylthio-3-nitropyridin-2(1H)-one). As a reaction SMILES: [CH3:1][C:2]1[NH:7][C:6](=[O:8])[C:5]([N+:9]([O-:11])=[O:10])=[CH:4][C:3]=1[S:12][CH2:13]C.[Na].C(SC(C(=O)C)CO)C>>[CH3:1][C:2]1[NH:7][C:6](=[O:8])[C:5]([N+:9]([O-:11])=[O:10])=[CH:4][C:3]=1[S:12][CH3:13] |^1:14|. Reported procedure: The corresponding 6-methyl-5-ethylthio-3-nitropyridin-2(1H)-one, prepared in a similar way, but starting with the sodium salt of 2-ethylthio-3-oxo-1-butanol had m.p. 190°-191° C. (Yield 43.6%).